From a dataset of the Open Reaction Database (ORD), a public repository of structured organic reaction records. describe an organic reaction: reactants, conditions, products, and yield Reactants: P(Br)(Br)Br (phosphorus tribromide), C1(=CC=CC=C1)P(C1=CC=CC=C1)C1=CC=CC=C1 (triphenylphosphine), [Br-].CC1(C=2C=CC(=CC2C(CC1)(C)C)C(C)[P+](C1=CC=CC=C1)(C1=CC=CC=C1)C1=CC=CC=C1)C ([1-(5,6,7,8-tetrahydro-5,5,8,8-tetramethyl-2-naphthyl)-ethyl]-triphenylphosphonium bromide), C(C)OC(=O)C1=CC=C(C=O)C=C1 (4-ethoxycarbonyl-benzaldehyde), BrCCC1=CC=CC=2C(CCC(C12)(C)C)(C)C (2-bromoethyl-5,6,7,8-tetrahydro-5,5,8,8-tetramethyl-naphthalene), bromoethyl. Run in C=1(C(=CC=CC1)C)C (xylene), N1=CC=CC=C1 (pyridine), CCOCC.CCCCCC (ether hexane). Yields the product C(C)OC(C1=CC=C(C=C1)\C=C(/C)\C1=CC=2C(CCC(C2C=C1)(C)C)(C)C)=O (p-[(E)-2-(5,6,7,8-tetrahydro-5,5,8,8-tetramethyl-2-naphthyl)-propenyl]-benzoic acid ethyl ester). Reaction SMILES: P(Br)(Br)Br.BrCCC1C2C(C)(C)CCC(C)(C)C=2C=CC=1.C1(P(C2C=CC=CC=2)C2C=CC=CC=2)C=CC=CC=1.[Br-].[CH3:42][C:43]1([CH3:76])[CH2:52][CH2:51][C:50]([CH3:54])([CH3:53])[C:49]2[CH:48]=[C:47]([CH:55]([P+](C3C=CC=CC=3)(C3C=CC=CC=3)C3C=CC=CC=3)[CH3:56])[CH:46]=[CH:45][C:44]1=2.[CH2:77]([O:79][C:80]([C:82]1[CH:89]=[CH:88][C:85]([CH:86]=O)=[CH:84][CH:83]=1)=[O:81])[CH3:78]>CCOCC.CCCCCC.C1(C)C(C)=CC=CC=1.N1C=CC=CC=1>[CH2:77]([O:79][C:80](=[O:81])[C:82]1[CH:89]=[CH:88][C:85](/[CH:86]=[C:55](/[C:47]2[CH:46]=[CH:45][C:44]3[C:43]([CH3:76])([CH3:42])[CH2:52][CH2:51][C:50]([CH3:53])([CH3:54])[C:49]=3[CH:48]=2)\[CH3:56])=[CH:84][CH:83]=1)[CH3:78] |f:3.4,6.7|. Reported procedure: 5,6,7,8-Tetrahydro-5,5,8,8-tetramethyl-naphthalene is reacted with acetyl chloride and aluminium chloride in nitrobenzene to give (5,6,7,8-tetrahydro-5,5,8,8-tetramethyl-2-naphthyl) methyl ketone. Reduction of this ketone with lithium aluminium hydride in ether yields 5,6,7,8-tetrahydro-α-5,5,8,8-pentamethyl-2-naphthalene-methanol which is converted by treatment with phosphorus tribromide in ether/hexane in the presence of a small amount of pyridine into 2-bromoethyl-5,6,7,8-tetrahydro-5,5,8,8-t... Starting materials: C(C)(C)(C)OC(=O)N1CC(C1)NC=1C=C2N3C(C(NN=C3COC2=CC1Br)=O)C (3-(7-bromo-4-methyl-3-oxo-2,3,4,10-tetrahydro-9-oxa-1,2,4a-triaza-phenanthren-6-ylamino)-azetidine-1-carboxylic acid tert-butyl ester), C1(=CC=CC=C1)B(O)O (phenylboronic acid), C(=O)([O-])[O-].[K+].[K+] (K2CO3). Run in O1CCOCC1 (dioxane), O (water). Reaction conditions: temperature 110 celsius. Product: C(C)(C)(C)OC(=O)N1CC(C1)NC=1C=C2N3C(C(NN=C3COC2=CC1C1=CC=CC=C1)=O)C (3-(4-methyl-3-oxo-7-phenyl-2,3,4,10-tetrahydro-9-oxa-1,2,4a-triaza-phenanthren-6-ylamino)-azetidine-1-carboxylic acid tert-butyl ester). Yield: 71.4%. RXN SMILES: [C:1]([O:5][C:6]([N:8]1[CH2:11][CH:10]([NH:12][C:13]2[CH:14]=[C:15]3[C:24](=[CH:25][C:26]=2Br)[O:23][CH2:22][C:21]2[N:16]3[CH:17]([CH3:29])[C:18](=[O:28])[NH:19][N:20]=2)[CH2:9]1)=[O:7])([CH3:4])([CH3:3])[CH3:2].[C:30]1(B(O)O)[CH:35]=[CH:34][CH:33]=[CH:32][CH:31]=1.C([O-])([O-])=O.[K+].[K+]>O1CCOCC1.O>[C:1]([O:5][C:6]([N:8]1[CH2:11][CH:10]([NH:12][C:13]2[CH:14]=[C:15]3[C:24](=[CH:25][C:26]=2[C:30]2[CH:35]=[CH:34][CH:33]=[CH:32][CH:31]=2)[O:23][CH2:22][C:21]2[N:16]3[CH:17]([CH3:29])[C:18](=[O:28])[NH:19][N:20]=2)[CH2:9]1)=[O:7])([CH3:4])([CH3:3])[CH3:2] |f:2.3.4|. Reported procedure: A mixture of 3-(7-bromo-4-methyl-3-oxo-2,3,4,10-tetrahydro-9-oxa-1,2,4a-triaza-phenanthren-6-ylamino)-azetidine-1-carboxylic acid tert-butyl ester (1 g, 2.1 mmol), phenylboronic acid (0.79 g, 6.4 mmol), 1,1′-bis(diphenylphosphino)ferrocene-palladium(II)dichloride dichloromethane complex (0.351 g, 0.43 mmol) and K2CO3 (0.890 g, 6.4 mmol) in dioxane (24 mL) and water (4 mL) was heated at 110° C. overnight. The reaction mixture was cooled to ambient temperature and the solvent was removed in vacuo ... The reactants are ClC1=NC=NC(=C1)N1NC(=NC(=C1)C1=CC=C(C=C1)F)C1=CC=CC=C1 (1-(4-chloropyrimidin-6-yl)-3-phenyl-5-(4-fluorophenyl)-1,2,4-triazine), [NH4+].[OH-] (NH4OH). Reaction conditions: temperature 120 celsius. The product is NC1=CC(=NC=N1)N1N=C(N=C1C1=CC=C(C=C1)F)C1=CC=CC=C1 (1-(6-Aminopyrimidin-4-yl)-3-phenyl-5-(4-fluorophenyl)-1,2,4-triazole). As a reaction SMILES: Cl[C:2]1[CH:7]=[C:6]([N:8]2C=[C:12]([C:14]3[CH:19]=[CH:18][C:17]([F:20])=[CH:16][CH:15]=3)[N:11]=[C:10]([C:21]3[CH:26]=[CH:25][CH:24]=[CH:23][CH:22]=3)[NH:9]2)[N:5]=[CH:4][N:3]=1.[NH4+:27].[OH-]>>[NH2:27][C:2]1[N:3]=[CH:4][N:5]=[C:6]([N:8]2[C:12]([C:14]3[CH:15]=[CH:16][C:17]([F:20])=[CH:18][CH:19]=3)=[N:11][C:10]([C:21]3[CH:22]=[CH:23][CH:24]=[CH:25][CH:26]=3)=[N:9]2)[CH:7]=1 |f:1.2|. Procedure details: A mixture of 1-(4-chloropyrimidin-6-yl)-3-phenyl-5-(4-fluorophenyl)-1,2,4-triazine (0.080 g, 0.23 mmol) and concentrated NH4OH was heated to 120° C. for 18 h in a sealed reaction vessel. After cooling the reaction to ambient temperature, the precipitate which had formed was collected and washed with water, air-dried and dried in vacuo at 40° C. to afford the title compound as a white solid; yield 0.030 g (39%): ES MS m/z=333 (MH+). The reactants are C[C@H]1OC2=C(C1)C=C(C=C2[N+](=O)[O-])C ((R)-2,5-dimethyl-7-nitro-2,3-dihydrobenzofuran), C[C@@H]1OC2=C(C1)C=C(C=C2)C ((S)-2,5-dimethyl-2,3-dihydrobenzofuran). Yields the product C[C@@H]1OC2=C(C1)C=C(C=C2[N+](=O)[O-])C ((S)-2,5-dimethyl-7-nitro-2,3-dihydrobenzofuran). Reaction SMILES: [CH3:1][C@@H:2]1[CH2:6][C:5]2[CH:7]=[C:8]([CH3:14])[CH:9]=[C:10]([N+:11]([O-:13])=[O:12])[C:4]=2[O:3]1.C[C@H]1CC2C=C(C)C=CC=2O1>>[CH3:1][C@H:2]1[CH2:6][C:5]2[CH:7]=[C:8]([CH3:14])[CH:9]=[C:10]([N+:11]([O-:13])=[O:12])[C:4]=2[O:3]1. Procedure: The title compound 5d was prepared according to the method for preparation of compound 3e of Example 3 by replacing 3d with 5c. Reactants: CCO, N#Cc1ccccc1N1CCN(C(=O)Nc2cc(C(F)(F)F)cc(C(F)(F)F)c2)CC1, [NH4+], [OH-], O. The product is NCc1ccccc1N1CCN(C(=O)Nc2cc(C(F)(F)F)cc(C(F)(F)F)c2)CC1. RXN SMILES: [CH3:34][CH2:35][OH:36].[F:1][C:2]([c:3]1[cH:4][c:5]([NH:13][C:14](=[O:15])[N:16]2[CH2:17][CH2:18][N:19]([c:22]3[c:23]([C:28]#[N:29])[cH:24][cH:25][cH:26][cH:27]3)[CH2:20][CH2:21]2)[cH:6][c:7]([C:9]([F:10])([F:11])[F:12])[cH:8]1)([F:30])[F:31].[NH4+:33].[OH-:32].[OH2:37]>>[F:1][C:2]([c:3]1[cH:4][c:5]([NH:13][C:14](=[O:15])[N:16]2[CH2:17][CH2:18][N:19]([c:22]3[c:23]([CH2:28][NH2:29])[cH:24][cH:25][cH:26][cH:27]3)[CH2:20][CH2:21]2)[cH:6][c:7]([C:9]([F:10])([F:11])[F:12])[cH:8]1)([F:30])[F:31]. The reactants are OC1=CC2=C(C(CO2)=O)C=C1 (6-hydroxy-2H-benzofuran-3-one), C(C1=CC=CC=C1)OC=1C=C(C=O)C=CC1OCC1=CC=CC=C1 (3,4-dibenzyloxybenzaldehyde), Cl (hydrochloric acid). Run in CO (methanol). Product: C(C1=CC=CC=C1)OC=1C=C(C=CC1OCC1=CC=CC=C1)C=C1OC2=C(C1=O)C=CC(=C2)O (2-[(3,4-dibenzyloxyphenyl)methylene]-6-hydroxy-3(2H)-benzofuranone). Isolated yield 60.7%. As a reaction SMILES: [OH:1][C:2]1[CH:11]=[CH:10][C:5]2[C:6](=[O:9])[CH2:7][O:8][C:4]=2[CH:3]=1.[CH2:12]([O:19][C:20]1[CH:21]=[C:22]([CH:25]=[CH:26][C:27]=1[O:28][CH2:29][C:30]1[CH:35]=[CH:34][CH:33]=[CH:32][CH:31]=1)[CH:23]=O)[C:13]1[CH:18]=[CH:17][CH:16]=[CH:15][CH:14]=1.Cl>CO>[CH2:12]([O:19][C:20]1[CH:21]=[C:22]([CH:23]=[C:7]2[C:6](=[O:9])[C:5]3[CH:10]=[CH:11][C:2]([OH:1])=[CH:3][C:4]=3[O:8]2)[CH:25]=[CH:26][C:27]=1[O:28][CH2:29][C:30]1[CH:35]=[CH:34][CH:33]=[CH:32][CH:31]=1)[C:13]1[CH:14]=[CH:15][CH:16]=[CH:17][CH:18]=1. Procedure: After 6-hydroxy-2H-benzofuran-3-one 1 g and 3,4-dibenzyloxybenzaldehyde 2.35 g were dissolved in methanol 75 ml, concentrated hydrochloric acid 50 ml was added, and the mixture was refluxed for 1.5 hours. The solution was cooled to room temperature, and precipitated crystals were filtered and dried over phosphorous pentoxide at a temperature of 60° C. for four hours under reduced pressure to obtain the desired compound 1.82 g. Reactants: NNC(=O)NCc1ccccc1, CCO, CC(=O)[O-], CC(C)N(CCN1C(=O)C(=O)c2ccccc21)C(C)C, Cl, [Na+], O. The product is CC(C)N(CCN1C(=O)C(=NNC(=O)NCc2ccccc2)c2ccccc21)C(C)C. Reaction SMILES: [CH2:22]([c:23]1[cH:24][cH:25][cH:26][cH:27][cH:28]1)[NH:29][C:30]([NH:31][NH2:32])=[O:33].[CH3:34][CH2:35][OH:36].[CH3:38][C:39](=[O:40])[O-:41].[CH:1]([CH3:2])([CH3:3])[N:4]([CH2:5][CH2:6][N:7]1[C:8](=[O:9])[C:10](=[O:11])[c:12]2[cH:13][cH:14][cH:15][cH:16][c:17]21)[CH:18]([CH3:19])[CH3:20].[ClH:21].[Na+:37].[OH2:42]>>[CH:1]([CH3:2])([CH3:3])[N:4]([CH2:5][CH2:6][N:7]1[C:8](=[O:9])[C:10](=[N:32][NH:31][C:30]([NH:29][CH2:22][c:23]2[cH:24][cH:25][cH:26][cH:27][cH:28]2)=[O:33])[c:12]2[cH:13][cH:14][cH:15][cH:16][c:17]21)[CH:18]([CH3:19])[CH3:20]. The reactants are O=[Sb](=O)O[Sb](=O)=O (diantimony pentoxide), [N+](=O)([O-])[O-].[In+3].[N+](=O)([O-])[O-].[N+](=O)([O-])[O-] (indium nitrate), N (ammonia), [N+](=O)([O-])[O-].[In+3].[N+](=O)([O-])[O-].[N+](=O)([O-])[O-] (indium nitrate). Solvent: O (water), O (water). The product is [OH-].[In+3].[OH-].[OH-] (indium hydroxide), O=[Sb](=O)O[Sb](=O)=O (diantimony pentoxide). RXN SMILES: [O:1]=[Sb:2]([O:4][Sb:5](=[O:7])=[O:6])=[O:3].[N+]([O-])([O-])=[O:9].[In+3:12].[N+]([O-])([O-])=[O:14].[N+]([O-])([O-])=O.N>O>[OH-:1].[In+3:12].[OH-:9].[OH-:14].[O:1]=[Sb:2]([O:4][Sb:5](=[O:7])=[O:6])=[O:3] |f:1.2.3.4,7.8.9.10|. Procedure details: 334 g of water was added to 600 g of the diantimony pentoxide sol (specific gravity: 1.198, Sb2O5 concentration: 18.4 wt %) prepared in Preparation Example 1 for dilution. Then, an aqueous indium nitrate solution having 230.1 g of indium nitrate (In(NO3)3.3H2O, In2O3 content: 39.1 wt %, guaranteed reagent, manufactured by Mitsuwa Kagaku Yakuhin K. K.) dissolved in 280 g of water, was added thereto with stirring at room temperature. Then, the mixture was heated to 90° C. and maintained at that te...